The task is: describe an organic reaction: reactants, conditions, products, and yield. This data is from the Open Reaction Database (ORD), a public repository of structured organic reaction records. The reactants are CN1N=NC2=C1C=CC(=C2)C=O (1-methyl-1H-benzotriazole-5-carbaldehyde), BrC1=CC(=C(C=C1)OC)OCC (4-bromo-2-ethoxy-1-methoxy-benzene), C(CCC)[Li] (n-butyllitium), CCCCCC (hexane). Run in C1CCOC1 (THF), C1CCOC1 (THF), O (water), C(C)(C)O (isopropanol). Run at time 20 minute. Product: C(C)OC=1C=C(C=CC1OC)C(O)C1=CC2=C(N(N=N2)C)C=C1 ((3-ethoxy-4-methoxy-phenyl)-(1-methyl-1H-benzotriazol-5-yl)-methanol). The yield is 106.4%. RXN SMILES: Br[C:2]1[CH:7]=[CH:6][C:5]([O:8][CH3:9])=[C:4]([O:10][CH2:11][CH3:12])[CH:3]=1.C([Li])CCC.CCCCCC.[CH3:24][N:25]1[C:29]2[CH:30]=[CH:31][C:32]([CH:34]=[O:35])=[CH:33][C:28]=2[N:27]=[N:26]1>C1COCC1.O.C(O)(C)C>[CH2:11]([O:10][C:4]1[CH:3]=[C:2]([CH:34]([C:32]2[CH:31]=[CH:30][C:29]3[N:25]([CH3:24])[N:26]=[N:27][C:28]=3[CH:33]=2)[OH:35])[CH:7]=[CH:6][C:5]=1[O:8][CH3:9])[CH3:12]. Reported procedure: To a solution of 4-bromo-2-ethoxy-1-methoxy-benzene (1.5 g, 6.5 mmol) in THF (15 mL) was added a solution of n-butyllitium in hexane (2.5 mL, 2.5 N, 6.3 mmol) at −78° C. and kept for 20 min. To the mixture was added a slurry of 1-methyl-1H-benzotriazole-5-carbaldehyde (1.0 g, 6.0 mmol) in THF (5 mL) at −78° C. After 18 h, isopropanol (2 mL) and water (10 mL) was added to the mixture, and the cold bath was removed. The mixture was stirred at room temperature for 20 min. The mixture was extracted ... The reactants are CCCCC[PH](=O)CCCCC, ClP(Cl)Cl. The product is CCCCCP(Cl)CCCCC. Reaction SMILES: [CH2:1]([CH2:2][CH2:3][CH2:4][CH3:5])[PH:6]([CH2:7][CH2:8][CH2:9][CH2:10][CH3:11])=[O:12].[Cl:13][P:14]([Cl:15])[Cl:16]>>[CH2:1]([CH2:2][CH2:3][CH2:4][CH3:5])[P:6]([CH2:7][CH2:8][CH2:9][CH2:10][CH3:11])[Cl:13]. Starting materials: C(C)C=1C=NN2C1N=C(C(=C2)C2=CC=CC=C2)C2=CC=C(C=O)C=C2 (4-(3-Ethyl-6-phenylpyrazolo[1,5-a]pyrimidin-5-yl)benzaldehyde), [BH-](OC(=O)C)(OC(=O)C)OC(=O)C.[Na+] (NaBH(OAc)3), 2-(5-piperidin-4H[1,2,4]triazol-3-yl)-pyridine, N(N)C(=O)C1CCN(CC1)C(=O)OC(C)(C)C (tert-butyl 4-(hydrazinocarbonyl)piperidine-1-carboxylate), N1=C(C=CC=C1)C#N (pyridine-2-carbonitrile), [BH-](OC(=O)C)(OC(=O)C)OC(=O)C.[Na+] (NaBH(OAc)3). Solvent: CN(C)C=O (DMF), C(C)(=O)O (acetic acid), C(C)N(CC)CC (triethylamine), CO (methanol). The product is C(C)C=1C=NN2C1N=C(C(=C2)C2=CC=CC=C2)C2=CC=C(C=C2)CN2CCC(CC2)C2=NNC(=N2)C2=NC=CC=C2 (3-Ethyl-6-phenyl-5-(4-{[4-(5-pyridin-2-yl-1H-1,2,4-triazol-3-yl)piperidin-1-yl]methyl}phenyl)pyrazolo[1,5-a]pyrimidine). As a reaction SMILES: [NH:1]([C:3]([CH:5]1[CH2:10][CH2:9][N:8]([C:11](OC(C)(C)C)=O)[CH2:7][CH2:6]1)=O)[NH2:2].[N:18]1[CH:23]=[CH:22][CH:21]=[CH:20][C:19]=1[C:24]#[N:25].[CH2:26]([C:28]1[CH:29]=[N:30][N:31]2[CH:36]=[C:35]([C:37]3[CH:42]=[CH:41][CH:40]=[CH:39][CH:38]=3)[C:34]([C:43]3[CH:50]=[CH:49][C:46](C=O)=[CH:45][CH:44]=3)=[N:33][C:32]=12)[CH3:27].[BH-](OC(C)=O)(OC(C)=O)OC(C)=O.[Na+]>CO.CN(C=O)C.C(O)(=O)C.C(N(CC)CC)C>[CH2:26]([C:28]1[CH:29]=[N:30][N:31]2[CH:36]=[C:35]([C:37]3[CH:42]=[CH:41][CH:40]=[CH:39][CH:38]=3)[C:34]([C:43]3[CH:50]=[CH:49][C:46]([CH2:11][N:8]4[CH2:7][CH2:6][CH:5]([C:3]5[N:25]=[C:24]([C:19]6[CH:20]=[CH:21][CH:22]=[CH:23][N:18]=6)[NH:2][N:1]=5)[CH2:10][CH2:9]4)=[CH:45][CH:44]=3)=[N:33][C:32]=12)[CH3:27] |f:3.4|. Reported procedure: 0.19 ml triethylamine is added to a solution of 0.22 g 2-(5-piperidin-4H[1,2,4]triazol-3-yl)-pyridine*2HCl (prepared from tert-butyl 4-(hydrazinocarbonyl)piperidine-1-carboxylate and pyridine-2-carbonitrile according to a procedure described in U.S. Pat. No. 4,011,218 or WO2005100344) in 5 ml methanol. To this solution a solution of 0.20 g 4-(3-Ethyl-6-phenylpyrazolo[1,5-a]pyrimidin-5-yl)benzaldehyde in 5 ml DMF is added, followed by 0.09 ml glacial acetic acid and 0.26 g NaBH(OAc)3. The resulti... The reactants are Cc1nn(C)cc1C(=O)O, NCC1CC2CC2N1C(=O)c1nc(N)sc1-c1cccc(F)c1. Product: Cc1nn(C)cc1C(=O)NCC1CC2CC2N1C(=O)c1nc(N)sc1-c1cccc(F)c1. Reaction SMILES: [CH3:24][n:25]1[n:26][c:27]([CH3:33])[c:28]([C:30](=[O:31])[OH:32])[cH:29]1.[NH2:1][c:2]1[s:3][c:4](-[c:17]2[cH:18][c:19]([F:23])[cH:20][cH:21][cH:22]2)[c:5]([C:7](=[O:8])[N:9]2[CH:10]3[CH2:11][CH:12]3[CH2:13][CH:14]2[CH2:15][NH2:16])[n:6]1>>[NH2:1][c:2]1[s:3][c:4](-[c:17]2[cH:18][c:19]([F:23])[cH:20][cH:21][cH:22]2)[c:5]([C:7](=[O:8])[N:9]2[CH:10]3[CH2:11][CH:12]3[CH2:13][CH:14]2[CH2:15][NH:16][C:30]([c:28]2[c:27]([CH3:33])[n:26][n:25]([CH3:24])[cH:29]2)=[O:31])[n:6]1.